Task: describe an organic reaction: reactants, conditions, products, and yield. Dataset: the Open Reaction Database (ORD), a public repository of structured organic reaction records Starting materials: resultant mixture, Cl.NO (Hydroxylamine hydrochloride), O([Na])C (NaOCH3), N1=CC(=CC=C1)CC#N (pyridin-3-ylacetonitrile). Reaction conditions: time 30 minute. Yields the product O\N=C(\CC=1C=NC=CC1)/N ((1Z)-N′-hydroxy-2-pyridin-3-ylethanimidamide). Reaction SMILES: Cl.[NH2:2][OH:3].O(C)[Na].[N:7]1[CH:12]=[CH:11][CH:10]=[C:9]([CH2:13][C:14]#[N:15])[CH:8]=1>>[OH:3]/[N:2]=[C:14](\[NH2:15])/[CH2:13][C:9]1[CH:8]=[N:7][CH:12]=[CH:11][CH:10]=1 |f:0.1|. Procedure: Hydroxylamine hydrochloride (0.87 g, 0.0125 mmol) was added to 0.5M NaOCH3 (25 mL, 0.0125 mmol) and stirred at ambient temperature for 30 min. The reaction mixture was filtered and the filtrate was combined with pyridin-3-ylacetonitrile (1.18 g, 0.010 mmol). The resultant mixture was heated at reflux for 2 h, stirred at ambient temperature overnight and concentrated to give crude (1Z)-N′-hydroxy-2-pyridin-3-ylethanimidamide which was used immediately without purification. ES-LCMS m/z 152.18 (M+H... Starting materials: N1N=CC=C1 (pyrazole), Cl.Cl.N(N)C1=NC=CC=C1 (2-hydrazinopyridine dihydrochloride), NC1=CC(=NN1C(=O)OC(C)(C)C)C(=O)OC (5-Amino-1-tert-butoxycarbonyl-3-methoxycarbonylpyrazole), C(C)OC(=O)C1=NN(C(=C1C)N)C1=NC=CC=C1 (5-amino-4-methyl-1-pyridin-2-yl-1H-pyrazole-3-carboxylic acid ethyl ester), C(C)OC(C(C(C)C#N)=O)=O (3-cyano-3-methyl-2-oxopropanoic acid ethyl ester), O=C1C(N=C(C2=C(N1)C=CC=C2)C2=CC=CC=C2)NC(=O)C2=NN(C(=C2C)NC(C2=C(C=CC=C2)Cl)=O)C2=NC=CC=C2 (4-methyl-5-(2-chloro-benzoylamino)-1-(pyridine-2-yl)-pyrazole-3-carboxylic acid (2-oxo-5-phenyl-2,3-dihydro-1H-benzo[e][1,4]diazepin-3-yl)amide). Product: N1(CCC(CC1)CCNC(=O)C1=NN(C(=C1C)NC(C1=C(C=CC=C1)Cl)=O)C1=NC=CC=C1)C1=CC=NC=C1 (1-(pyridin-2-yl)-4-methyl-5-(2-chloro-benzoylamino)-1H-pyrazole-3-carboxylic acid [2-(3,4,5,6-tetrahydro-2H-[1,4′]bipyridin-4-yl)-ethyl]amide). As a reaction SMILES: N1C=CC=N1.C(OC(C1C(C)=C(N)N([C:18]2[CH:23]=[CH:22][CH:21]=[CH:20][N:19]=2)N=1)=O)C.C(OC(=O)C(=O)C(C#N)C)C.Cl.Cl.N([C:39]1[CH:44]=[CH:43][CH:42]=[CH:41][N:40]=1)N.NC1N(C(OC(C)(C)C)=O)N=C(C(OC)=O)C=1.O=[C:63]1NC2C=CC=CC=2C(C2C=CC=CC=2)=N[CH:64]1[NH:80][C:81]([C:83]1[C:87]([CH3:88])=[C:86]([NH:89][C:90](=[O:98])[C:91]2[CH:96]=[CH:95][CH:94]=[CH:93][C:92]=2[Cl:97])[N:85]([C:99]2[CH:104]=[CH:103][CH:102]=[CH:101][N:100]=2)[N:84]=1)=[O:82]>>[N:40]1([C:22]2[CH:23]=[CH:18][N:19]=[CH:20][CH:21]=2)[CH2:41][CH2:42][CH:43]([CH2:63][CH2:64][NH:80][C:81]([C:83]2[C:87]([CH3:88])=[C:86]([NH:89][C:90](=[O:98])[C:91]3[CH:96]=[CH:95][CH:94]=[CH:93][C:92]=3[Cl:97])[N:85]([C:99]3[CH:104]=[CH:103][CH:102]=[CH:101][N:100]=3)[N:84]=2)=[O:82])[CH2:44][CH2:39]1 |f:3.4.5|. Procedure: The pyrazole acid, prepared as described in Procedure 8 using 5-amino-4-methyl-1-pyridin-2-yl-1H-pyrazole-3-carboxylic acid ethyl ester (prepared as described in Procedure 41 using 3-cyano-3-methyl-2-oxopropanoic acid ethyl ester (U.S. Pat. No. 4,652,669) and 2-hydrazinopyridine dihydrochloride (Aldrich, H1,710-4)) in place of compound 20, was coupled to 2-(3,4,5,6-tetrahydro-2H-[1,4′]bipyridin-4-yl)ethylamine (prepared as described in Procedure 14) using the method of Procedure 10. Starting materials: C1(C=2C(C(N1CC1=C(C=CC=C1)C=1C(=CC=CC1)C(=O)O)=O)=CC=CC2)=O (2′-phthalimidomethylbiphenyl-2-carboxylic acid), O.NN (hydrazine hydrate). Run in CO (methanol). Run at temperature 40 celsius. Yields the product NCC1=C(C=CC=C1)C=1C(=CC=CC1)C(=O)O (2′-aminomethylbiphenyl-2-carboxylic acid). The yield is 75.4%. RXN SMILES: C1(=O)[N:5]([CH2:6][C:7]2[CH:12]=[CH:11][CH:10]=[CH:9][C:8]=2[C:13]2[C:14]([C:19]([OH:21])=[O:20])=[CH:15][CH:16]=[CH:17][CH:18]=2)C(=O)C2=CC=CC=C12.O.NN>CO>[NH2:5][CH2:6][C:7]1[CH:12]=[CH:11][CH:10]=[CH:9][C:8]=1[C:13]1[C:14]([C:19]([OH:21])=[O:20])=[CH:15][CH:16]=[CH:17][CH:18]=1 |f:1.2|. Procedure: A suspension of 10.0 g (28 mmol) of 2′-phthalimidomethylbiphenyl-2-carboxylic acid in 450 ml of methanol was treated with 20 ml of hydrazine hydrate and heated at 40° C. for 1.5 h. The reaction mixture was concentrated and the residue was taken up in 250 ml of methylene chloride. After filtering off undissolved 2,3-dihydrophthalazine-1,4-dione, the mother liquor was concentrated and 4.8 g of 2′-aminomethylbiphenyl-2-carboxylic acid were obtained. The reactants are C(C)(C)(C)OC(=O)N[C@H](CC(C)C)C(=O)O (N-(tert-Butoxycarbonyl)-D-leucine), Cl.C1(CC1)C[C@H](N)C(=O)OCC1=CC=CC=C1 (benzyl 3-cyclopropyl-L-alaninate hydrochloride). The product is C(C)(C)(C)OC(=O)N[C@H](CC(C)C)C(=O)N[C@@H](CC1CC1)C(=O)OCC1=CC=CC=C1 (Benzyl N-(tert-butoxycarbonyl)-D-leucyl-3-cyclopropyl-L-alaninate). As a reaction SMILES: [C:1]([O:5][C:6]([NH:8][C@@H:9]([C:14]([OH:16])=O)[CH2:10][CH:11]([CH3:13])[CH3:12])=[O:7])([CH3:4])([CH3:3])[CH3:2].Cl.[CH:18]1([CH2:21][C@@H:22]([C:24]([O:26][CH2:27][C:28]2[CH:33]=[CH:32][CH:31]=[CH:30][CH:29]=2)=[O:25])[NH2:23])[CH2:20][CH2:19]1>>[C:1]([O:5][C:6]([NH:8][C@@H:9]([C:14]([NH:23][C@H:22]([C:24]([O:26][CH2:27][C:28]1[CH:29]=[CH:30][CH:31]=[CH:32][CH:33]=1)=[O:25])[CH2:21][CH:18]1[CH2:20][CH2:19]1)=[O:16])[CH2:10][CH:11]([CH3:12])[CH3:13])=[O:7])([CH3:2])([CH3:3])[CH3:4] |f:1.2|. Procedure details: N-(tert-Butoxycarbonyl)-D-leucine (540 mg, 2.32 mmol) and benzyl 3-cyclopropyl-L-alaninate hydrochloride (Example 3A, 490 mg, 1.93 mmol) are reacted by general procedure 6. The crude product is purified by preparative HPLC, (method 16), resulting in a quantitive yield of the product.